This data is from the Open Reaction Database (ORD), a public repository of structured organic reaction records. The task is: describe an organic reaction: reactants, conditions, products, and yield The reactants are C(C1=CC=CC=C1)SC[C@H](NC(C(CSCC1=CC=CC=C1)(C)C)=O)C(=O)O (S-benzyl-N-(3-benzylthio-2,2-dimethylpropionyl)-L-cysteine), NCCCCN (1,4-diaminobutane). Product: NC(CCCN)C([C@@H](NC(C(CSCC1=CC=CC=C1)(C)C)=O)CSCC1=CC=CC=C1)=O (4-Amino-N-[S-benzyl-N-(3-benzylthio-2,2-dimethylpropionyl)-L-cysteinyl]butylamine). Reaction SMILES: [CH2:1]([S:8][CH2:9][C@@H:10]([C:26]([OH:28])=O)[NH:11][C:12](=[O:25])[C:13]([CH3:24])([CH3:23])[CH2:14][S:15][CH2:16][C:17]1[CH:22]=[CH:21][CH:20]=[CH:19][CH:18]=1)[C:2]1[CH:7]=[CH:6][CH:5]=[CH:4][CH:3]=1.[NH2:29][CH2:30][CH2:31][CH2:32][CH2:33][NH2:34]>>[NH2:29][CH:30]([C:26](=[O:28])[C@H:10]([CH2:9][S:8][CH2:1][C:2]1[CH:7]=[CH:6][CH:5]=[CH:4][CH:3]=1)[NH:11][C:12](=[O:25])[C:13]([CH3:23])([CH3:24])[CH2:14][S:15][CH2:16][C:17]1[CH:18]=[CH:19][CH:20]=[CH:21][CH:22]=1)[CH2:31][CH2:32][CH2:33][NH2:34]. Procedure details: S-benzyl-N-(3-benzylthio-2,2-dimethylpropionyl)-L-cysteine and 1,4-diaminobutane were used as starting materials. The reactants are resultant mixture, C(C)(=O)OC(C)=O (acetic anhydride), C(C)(=O)O (acetic acid), [OH-].[NH4+] (ammonium hydroxide), CN(C1=CC=C(C=C1)C(=O)C1=C(C(=O)O)C=C(C=C1)N(C)C)C (2-(4-dimethylaminophenyl)carbonyl-5-dimethylaminobenzoic acid). Run in C1(=CC=CC=C1)C (toluene), N1=CC=CC=C1 (pyridine), CO (methyl alcohol). Conditions: temperature 47 celsius. The product is COC1(OC(=O)C2=CC(=CC=C12)N(C)C)C1=CC=C(C=C1)N(C)C (3-methoxy-3-(4-dimethylaminophenyl)-6 -dimethylaminophthalide). RXN SMILES: [C:1](OC(=O)C)(=O)C.C(O)(=O)C.[CH3:12][N:13]([CH3:34])[C:14]1[CH:19]=[CH:18][C:17]([C:20]([C:22]2[CH:30]=[CH:29][C:28]([N:31]([CH3:33])[CH3:32])=[CH:27][C:23]=2[C:24]([OH:26])=[O:25])=[O:21])=[CH:16][CH:15]=1.[OH-].[NH4+]>C1(C)C=CC=CC=1.N1C=CC=CC=1.CO>[CH3:1][O:21][C:20]1([C:17]2[CH:16]=[CH:15][C:14]([N:13]([CH3:34])[CH3:12])=[CH:19][CH:18]=2)[C:22]2[C:23](=[CH:27][C:28]([N:31]([CH3:33])[CH3:32])=[CH:29][CH:30]=2)[C:24](=[O:26])[O:25]1 |f:3.4|. Procedure: To a stirred mixture of 30.0 ml of acetic anhydride and 15.0 ml of glacial acetic acid there was added gradually 5.0 g of 2-(4-dimethylaminophenyl)carbonyl-5-dimethylaminobenzoic acid. The reaction mixture was heated slowly to approximately 47° C. and maintained at a temperature in the range of 45° to 50° C. for approximately thirty minutes. The resultant mixture was cooled to ambient temperature, stirred approximately forty-five minutes and then cooled to approximately 0° C. A solution of 15.0 ... Reactants: Cc1cn(C(=O)OC(C)(C)C)c2c(Cl)ncc(I)c12, CCOC(C)=O, CC(C)[Mg+], [Cl-], O=C=O, C1CCOC1. Product: Cc1cn(C(=O)OC(C)(C)C)c2c(Cl)ncc(C(=O)O)c12. RXN SMILES: [C:1]([CH3:2])([CH3:3])([CH3:4])[O:5][C:6](=[O:7])[n:8]1[cH:9][c:10]([CH3:19])[c:11]2[c:12]1[c:13]([Cl:18])[n:14][cH:15][c:16]2[I:17].[CH3:33][CH2:34][O:35][C:36](=[O:37])[CH3:38].[CH:21]([Mg+:22])([CH3:23])[CH3:24].[Cl-:20].[O:25]=[C:26]=[O:27].[O:28]1[CH2:29][CH2:30][CH2:31][CH2:32]1>>[C:1]([CH3:2])([CH3:3])([CH3:4])[O:5][C:6](=[O:7])[n:8]1[cH:9][c:10]([CH3:19])[c:11]2[c:12]1[c:13]([Cl:18])[n:14][cH:15][c:16]2[C:26](=[O:25])[OH:27]. Reactants: B, CSC, CC1CCCC(C(=O)O)C1, C1CCOC1. Yields the product CC1CCCC(CO)C1. As a reaction SMILES: [BH3:4].[CH3:1][S:2][CH3:3].[CH3:5][CH:6]1[CH2:7][CH:8]([C:12](=[O:13])[OH:14])[CH2:9][CH2:10][CH2:11]1.[O:15]1[CH2:16][CH2:17][CH2:18][CH2:19]1>>[CH3:5][CH:6]1[CH2:7][CH:8]([CH2:12][OH:13])[CH2:9][CH2:10][CH2:11]1. Reported procedure: (6R,7R)-7-(2-Amino-4-thiazoleglyoxylamido)-3-[[(5-(3,4-dihydroxyphenyl)-2-phenyl-4-pyrimidinyl]thio]methyl]-8-oxo-5-thia-1-azabicyclo[4.2.0]oct-2-ene-2-carboxylic acid (66 mg) (0.1 mmol) and 47 mg (0.13 mmol) of O-[(4-fluoro-2,2-diphenyl-1,3-benzodioxol-5-yl)methyl]hydroxylamine hydrochloride are dissolved in 1 ml of absolute of dimethylacetamide. After stirring at room temperature for 20 hours the mixture is concentrated in a high vacuum at room temperature and the residue is treated with 0.45 ... Reactants: NC=1SC=C(N1)C(C(=O)N[C@H]1[C@H]2SCC(=C(N2C1=O)C(=O)O)CSC1=NC(=NC=C1C1=CC(=C(C=C1)O)O)C1=CC=CC=C1)=O ((6R,7R)-7-(2-Amino-4-thiazoleglyoxylamido)-3-[[(5-(3,4-dihydroxyphenyl)-2-phenyl-4-pyrimidinyl]thio]methyl]-8-oxo-5-thia-1-azabicyclo[4.2.0]oct-2-ene-2-carboxylic acid), Cl.FC1=C(C=CC=2OC(OC21)(C2=CC=CC=C2)C2=CC=CC=C2)CON (O-[(4-fluoro-2,2-diphenyl-1,3-benzodioxol-5-yl)methyl]hydroxylamine hydrochloride). Run at time 20 hour. Run in CC(=O)N(C)C (dimethylacetamide). Yields the product O=C1CC2SCC=C(N12)C(=O)O (8-oxo-5-thia-1-azabicyclo[4.2.0]oct-2-ene-2-carboxylic acid). As a reaction SMILES: NC1SC=C(C(=O)C(N[C@@H:11]2[C:18](=[O:19])[N:17]3[C@@H:12]2[S:13][CH2:14][C:15](CSC2C(C4C=CC(O)=C(O)C=4)=CN=C(C4C=CC=CC=4)N=2)=[C:16]3[C:20]([OH:22])=[O:21])=O)N=1.Cl.FC1C2OC(C3C=CC=CC=3)(C3C=CC=CC=3)OC=2C=CC=1CON>CC(N(C)C)=O>[O:19]=[C:18]1[N:17]2[CH:12]([S:13][CH2:14][CH:15]=[C:16]2[C:20]([OH:22])=[O:21])[CH2:11]1 |f:1.2|. Reactants: CN1CCC(O)N(c2nnc(C(C)(C)C)s2)C1=O, O=C(Cl)OCc1ccccc1, c1ccncc1. The product is CN1CCC(OC(=O)OCc2ccccc2)N(c2nnc(C(C)(C)C)s2)C1=O. As a reaction SMILES: [C:1]([CH3:2])([CH3:3])([CH3:4])[c:5]1[n:6][n:7][c:8]([N:10]2[C:11](=[O:18])[N:12]([CH3:17])[CH2:13][CH2:14][CH:15]2[OH:16])[s:9]1.[Cl:19][C:20](=[O:21])[O:22][CH2:23][c:24]1[cH:25][cH:26][cH:27][cH:28][cH:29]1.[cH:30]1[cH:31][cH:32][n:33][cH:34][cH:35]1>>[C:1]([CH3:2])([CH3:3])([CH3:4])[c:5]1[n:6][n:7][c:8]([N:10]2[C:11](=[O:18])[N:12]([CH3:17])[CH2:13][CH2:14][CH:15]2[O:16][C:20](=[O:21])[O:22][CH2:23][c:24]2[cH:25][cH:26][cH:27][cH:28][cH:29]2)[s:9]1. Reactants: ClC1=CC(=C(C(=N1)OC)C(=O)NCC1=CC(=CC=C1)F)C (6-Chloro-N-[(3-Fluorophenyl)-methyl]-2-methoxy-4-methyl-pyridine-3-carboxylic acid amide), N1CCOCC1 (morpholine), [OH-].[Na+] (NaOH). The solvent is CCOC(=O)C (EtOAc). Run at temperature 120 celsius. The product is FC=1C=C(C=CC1)CNC(=O)C=1C(=NC(=CC1C)N1CCOCC1)O (N-[(3-Fluorophenyl)-methyl]-2-hydroxy-4-methyl-6-morpholin-4-yl-pyridine-3-carboxylic acid amide). Yield: 45.5%. Reaction SMILES: Cl[C:2]1[N:7]=[C:6]([O:8]C)[C:5]([C:10]([NH:12][CH2:13][C:14]2[CH:19]=[CH:18][CH:17]=[C:16]([F:20])[CH:15]=2)=[O:11])=[C:4]([CH3:21])[CH:3]=1.[NH:22]1[CH2:27][CH2:26][O:25][CH2:24][CH2:23]1.[OH-].[Na+]>CCOC(C)=O>[F:20][C:16]1[CH:15]=[C:14]([CH2:13][NH:12][C:10]([C:5]2[C:6]([OH:8])=[N:7][C:2]([N:22]3[CH2:27][CH2:26][O:25][CH2:24][CH2:23]3)=[CH:3][C:4]=2[CH3:21])=[O:11])[CH:19]=[CH:18][CH:17]=1 |f:2.3|. Reported procedure: A mixture of 1.37 g (4.4 mmol) 6-Chloro-N-[(3-Fluorophenyl)-methyl]-2-methoxy-4-methyl-pyridine-3-carboxylic acid amide and 2.9 ml (33.2 mmol) morpholine was heated in the microwave to 120° C. for 30 min. The RM was then diluted with EtOAc (50 ml) and a 1M aq. NaOH sol. (20 ml) was added. The precipitate formed was filtered off to give 715 mg (2.0 mmol, 47%) N-[(3-Fluorophenyl)-methyl]-2-hydroxy-4-methyl-6-morpholin-4-yl-pyridine-3-carboxylic acid amide. The organic layer was separated from the ... Reaction SMILES: [C:39]([CH:40]=[CH:41][C:42](=[O:43])[O-:44])(=[O:45])[O-:46].[CH2:23]([CH2:24][CH2:25][CH2:26][CH2:27][CH3:28])[N:29]([CH2:30][CH2:31][CH2:32][CH2:33][CH2:34][CH3:35])[CH2:36][CH2:37][Cl:38].[Cl:1][c:2]1[c:3]([C:8]2=[N:9][CH2:10][C:11](=[S:20])[NH:12][c:13]3[c:14]2[cH:15][c:16]([Cl:19])[cH:17][cH:18]3)[cH:4][cH:5][cH:6][cH:7]1.[K+:22].[O:56]1[CH2:57][CH2:58][CH2:59][CH2:60]1.[OH-:21].[OH2:55].[OH:47][C:48]([CH:49]=[CH:50][C:51](=[O:52])[OH:53])=[O:54]>>[C:39]([CH:40]=[CH:41][C:42](=[O:43])[OH:44])(=[O:45])[OH:46].[Cl:1][c:2]1[c:3]([C:8]2=[N:9][CH2:10][C:11]([S:20][CH2:37][CH2:36][N:29]([CH2:23][CH2:24][CH2:25][CH2:26][CH2:27][CH3:28])[CH2:30][CH2:31][CH2:32][CH2:33][CH2:34][CH3:35])=[N:12][c:13]3[c:14]2[cH:15][c:16]([Cl:19])[cH:17][cH:18]3)[cH:4][cH:5][cH:6][cH:7]1. The product is O=C(O)C=CC(=O)O, CCCCCCN(CCCCCC)CCSC1=Nc2ccc(Cl)cc2C(c2ccccc2Cl)=NC1. The reactants are O=C([O-])C=CC(=O)[O-], CCCCCCN(CCCl)CCCCCC, S=C1CN=C(c2ccccc2Cl)c2cc(Cl)ccc2N1, [K+], C1CCOC1, [OH-], O, O=C(O)C=CC(=O)O.